From a dataset of the Open Reaction Database (ORD), a public repository of structured organic reaction records. describe an organic reaction: reactants, conditions, products, and yield Starting materials: C#Cc1ccc(Nc2cc(=O)[nH]cc2C(=O)NCCCO)c(F)c1, C1CCOC1, CO. Product: CCc1ccc(Nc2cc(=O)[nH]cc2C(=O)NCCCO)c(F)c1. RXN SMILES: [C:1](#[CH:2])[c:3]1[cH:4][c:5]([F:24])[c:6]([NH:7][c:8]2[c:9]([C:15](=[O:16])[NH:17][CH2:18][CH2:19][CH2:20][OH:21])[cH:10][nH:11][c:12](=[O:14])[cH:13]2)[cH:22][cH:23]1.[CH2:27]1[O:28][CH2:29][CH2:30][CH2:31]1.[CH3:25][OH:26]>>[CH2:1]([CH3:2])[c:3]1[cH:4][c:5]([F:24])[c:6]([NH:7][c:8]2[c:9]([C:15](=[O:16])[NH:17][CH2:18][CH2:19][CH2:20][OH:21])[cH:10][nH:11][c:12](=[O:14])[cH:13]2)[cH:22][cH:23]1.